This data is from the Open Reaction Database (ORD), a public repository of structured organic reaction records. The task is: describe an organic reaction: reactants, conditions, products, and yield Reactants: NC1=CC2=C(SC3=C2C=CC=C3)C=C1 (2-aminodibenzothiophene), C(C)N(C(CC=1SC=CC1)=O)CC (N,N-diethyl-2-thiopheneacetamide). The product is C1=C(C=CC=2SC3=C(C21)C=CC=C3)N=C(CC=3SC=CC3)N(CC)CC (N'-2-Dibenzothienyl-N,N-diethyl-2-thiopheneethanimidamide). RXN SMILES: [NH2:1][C:2]1[CH:14]=[CH:13][C:5]2[S:6][C:7]3[CH:12]=[CH:11][CH:10]=[CH:9][C:8]=3[C:4]=2[CH:3]=1.[CH2:15]([N:17]([CH2:26][CH3:27])[C:18](=O)[CH2:19][C:20]1[S:21][CH:22]=[CH:23][CH:24]=1)[CH3:16]>>[CH:3]1[C:4]2[C:8]3[CH:9]=[CH:10][CH:11]=[CH:12][C:7]=3[S:6][C:5]=2[CH:13]=[CH:14][C:2]=1[N:1]=[C:18]([N:17]([CH2:15][CH3:16])[CH2:26][CH3:27])[CH2:19][C:20]1[S:21][CH:22]=[CH:23][CH:24]=1. Reported procedure: The procedure of Example 28 was followed using 2-aminodibenzothiophene and N,N-diethyl-2-thiopheneacetamide giving the desired product as a solid, mp 114°-115° C. following purification on silica gel using methylene chloride.